Dataset: the Open Reaction Database (ORD), a public repository of structured organic reaction records. Task: describe an organic reaction: reactants, conditions, products, and yield Starting materials: C1CCOC1, OC(c1ccc(-c2cccc(F)c2)cc1)C(F)(F)F, [H-], Nc1nc(Cl)cc(Cl)n1, [Na+]. Product: Nc1nc(Cl)cc(OC(c2ccc(-c3cccc(F)c3)cc2)C(F)(F)F)n1. As a reaction SMILES: [CH2:31]1[O:32][CH2:33][CH2:34][CH2:35]1.[F:1][C:2]([CH:3]([OH:4])[c:5]1[cH:6][cH:7][c:8](-[c:11]2[cH:12][c:13]([F:17])[cH:14][cH:15][cH:16]2)[cH:9][cH:10]1)([F:18])[F:19].[H-:21].[NH2:22][c:23]1[n:24][c:25]([Cl:30])[cH:26][c:27]([Cl:29])[n:28]1.[Na+:20]>>[F:1][C:2]([CH:3]([O:4][c:27]1[cH:26][c:25]([Cl:30])[n:24][c:23]([NH2:22])[n:28]1)[c:5]1[cH:6][cH:7][c:8](-[c:11]2[cH:12][c:13]([F:17])[cH:14][cH:15][cH:16]2)[cH:9][cH:10]1)([F:18])[F:19]. The reactants are O=C1C=CC(=CN1)C(=O)Cl (6-Oxo-1,6-dihydro-3-pyridinecarbonyl chloride), NC=1C=C(C=CC1)OC1=CC2=C(C=N1)N=C(N2CC)C=2C(=NON2)N (4-{6-[(3-Aminophenyl)oxy]-1-ethyl-1H-imidazo[4,5-c]pyridin-2-yl}-furazan-3-amine), O (H2O). Run in N1=CC=CC=C1 (pyridine). Reaction conditions: time 30 minute. Product: NC=1C(=NON1)C=1N(C2=C(C=NC(=C2)OC=2C=C(C=CC2)NC(=O)C2=CNC(C=C2)=O)N1)CC (N-(3-{[2-(4-Amino-1,2,5-oxadiazol-3-yl)-1-ethyl-1H-imidazo[4,5-c]pyridin-6-yl]oxy}phenyl)-6-oxo-1,6-dihydro-3-pyridinecarboxamide). The yield is 54.5%. RXN SMILES: [O:1]=[C:2]1[NH:7][CH:6]=[C:5]([C:8](Cl)=[O:9])[CH:4]=[CH:3]1.[NH2:11][C:12]1[CH:13]=[C:14]([O:18][C:19]2[N:24]=[CH:23][C:22]3[N:25]=[C:26]([C:30]4[C:31]([NH2:35])=[N:32][O:33][N:34]=4)[N:27]([CH2:28][CH3:29])[C:21]=3[CH:20]=2)[CH:15]=[CH:16][CH:17]=1.O>N1C=CC=CC=1>[NH2:35][C:31]1[C:30]([C:26]2[N:27]([CH2:28][CH3:29])[C:21]3[CH:20]=[C:19]([O:18][C:14]4[CH:13]=[C:12]([NH:11][C:8]([C:5]5[CH:4]=[CH:3][C:2](=[O:1])[NH:7][CH:6]=5)=[O:9])[CH:17]=[CH:16][CH:15]=4)[N:24]=[CH:23][C:22]=3[N:25]=2)=[N:34][O:33][N:32]=1. Procedure details: The product of Step 1 (93 mg, 0.6 mmol) was added to a solution of the product of Example 3 (200 mg, 0.6 mmol) in pyridine (1 mL) and the resulting mixture was allowed to stir at rt for 30 min. The solution was poured into H2O and the precipitate which formed as filtered, washed with H2O and Et2O and dried to give the title compound as a tan solid (150 mg, 55%). MS (ES+) m/e 459 [M+H]+. The reactants are C(C)(C)(C)OC(=O)N1C[C@@H](CC1)NC(=O)C1=CC2=C(N(C(=N2)NC=2SC3=C(N2)C=CC(=C3)Cl)C)C=C1 ((R)-3-{[2-(6-chloro-benzothiazol-2-ylamino)-1-methyl-1H-benzoimidazole-5-carbonyl]-amino}-pyrrolidine-1-carboxylic acid tert-butyl ester). Run in Cl (HCl), O1CCOCC1 (dioxane). Product: Cl.Cl.N1C[C@@H](CC1)NC(=O)C1=CC2=C(N(C(=N2)NC=2SC3=C(N2)C=CC(=C3)Cl)C)C=C1 (2-(6-Chloro-benzothiazol-2-ylamino)-1-methyl-1H-benzoimidazole-5-carboxylic acid (R)-pyrrolidin-3-ylamide dihydrochloride). The yield is 258.8%. Reaction SMILES: C(OC([N:8]1[CH2:12][CH2:11][C@@H:10]([NH:13][C:14]([C:16]2[CH:36]=[CH:35][C:19]3[N:20]([CH3:34])[C:21]([NH:23][C:24]4[S:25][C:26]5[CH:32]=[C:31]([Cl:33])[CH:30]=[CH:29][C:27]=5[N:28]=4)=[N:22][C:18]=3[CH:17]=2)=[O:15])[CH2:9]1)=O)(C)(C)C>Cl.O1CCOCC1>[ClH:33].[ClH:33].[NH:8]1[CH2:12][CH2:11][C@@H:10]([NH:13][C:14]([C:16]2[CH:36]=[CH:35][C:19]3[N:20]([CH3:34])[C:21]([NH:23][C:24]4[S:25][C:26]5[CH:32]=[C:31]([Cl:33])[CH:30]=[CH:29][C:27]=5[N:28]=4)=[N:22][C:18]=3[CH:17]=2)=[O:15])[CH2:9]1 |f:3.4.5|. Reported procedure: 2-(6-Chloro-benzothiazol-2-ylamino)-1-methyl-1H-benzoimidazole-5-carboxylic acid (R)-pyrrolidin-3-ylamide dihydrochloride (45 mg) was prepared by following General Procedure L starting from (R)-3-{[2-(6-chloro-benzothiazol-2-ylamino)-1-methyl-1H-benzoimidazole-5-carbonyl]-amino}-pyrrolidine-1-carboxylic acid tert-butyl ester (55 mg) in 4M HCl in dioxane (1 mL). Starting materials: O=C(O)Cn1cnc2cccc(Br)c21, N#Cc1cccc2ncn(CCO)c12. Product: N#Cc1cccc2ncn(CC(=O)O)c12. RXN SMILES: [Br:15][c:16]1[c:17]2[n:18]([CH2:19][C:20]([OH:21])=[O:27])[cH:22][n:23][c:24]2[cH:25][cH:26][cH:28]1.[OH:1][CH2:2][CH2:3][n:4]1[cH:5][n:6][c:7]2[c:8]1[c:9]([C:13]#[N:14])[cH:10][cH:11][cH:12]2>>[O:1]=[C:2]([CH2:3][n:4]1[cH:5][n:6][c:7]2[c:8]1[c:9]([C:13]#[N:14])[cH:10][cH:11][cH:12]2)[OH:27]. Reactants: CC1(C)NN(C2CCCCC2)C1=O, Clc1ccc(Cl)c(CBr)c1. The product is CC1(C)C(=O)N(C2CCCCC2)N1Cc1cc(Cl)ccc1Cl. RXN SMILES: [CH:1]1([N:7]2[NH:8][C:9]([CH3:12])([CH3:13])[C:10]2=[O:11])[CH2:2][CH2:3][CH2:4][CH2:5][CH2:6]1.[Cl:14][c:15]1[c:16]([CH2:17][Br:18])[cH:19][c:20]([Cl:23])[cH:21][cH:22]1>>[CH:1]1([N:7]2[N:8]([CH2:17][c:16]3[c:15]([Cl:14])[cH:22][cH:21][c:20]([Cl:23])[cH:19]3)[C:9]([CH3:12])([CH3:13])[C:10]2=[O:11])[CH2:2][CH2:3][CH2:4][CH2:5][CH2:6]1. Isolated yield 69.3%. Starting materials: [Br-].OCCC[P+](C1=CC=CC=C1)(C1=CC=CC=C1)C1=CC=CC=C1 (3-hydroxypropyltriphenylphosphonium bromide), [H-].[Na+] (sodium hydride), C(C1=CC=CC=C1)OC1=CC=C(C=O)C=C1 (4-benzyloxybenzaldehyde). As a reaction SMILES: [Br-].[OH:2][CH2:3][CH2:4][CH2:5][P+](C1C=CC=CC=1)(C1C=CC=CC=1)C1C=CC=CC=1.[H-].[Na+].[CH2:27]([O:34][C:35]1[CH:42]=[CH:41][C:38]([CH:39]=O)=[CH:37][CH:36]=1)[C:28]1[CH:33]=[CH:32][CH:31]=[CH:30][CH:29]=1>C1COCC1>[CH2:27]([O:34][C:35]1[CH:42]=[CH:41][C:38]([CH:39]=[CH:5][CH2:4][CH2:3][OH:2])=[CH:37][CH:36]=1)[C:28]1[CH:33]=[CH:32][CH:31]=[CH:30][CH:29]=1 |f:0.1,2.3|. Procedure details: In an argon atmosphere, 3-hydroxypropyltriphenylphosphonium bromide (4.02 g) was suspended in dehydrated THF (30 ml); 60% oily sodium hydride (0.4 g) was added, followed by refluxing for 3 hours. To the reaction mixture, a solution of 4-benzyloxybenzaldehyde (2.12 g) in dehydrated THF (7 ml) was added drop by drop, followed by refluxing for 67 hours. After cooling, the insoluble matter was filtered off; the filtrate was concentrated under reduced pressure. The residue was purified by column chro... Run in C1CCOC1 (THF), C1CCOC1 (THF). Yields the product C(C1=CC=CC=C1)OC1=CC=C(C=C1)C=CCCO (4-(4-benzyloxyphenyl)-3-buten-1-ol). The reactants are CCO, Cc1cc(Cl)ncc1[N+](=O)[O-]. The product is Cc1cc(Cl)ncc1N. As a reaction SMILES: [CH3:12][CH2:13][OH:14].[Cl:1][c:2]1[n:3][cH:4][c:5]([N+:9]([O-:10])=[O:11])[c:6]([CH3:8])[cH:7]1>>[Cl:1][c:2]1[n:3][cH:4][c:5]([NH2:9])[c:6]([CH3:8])[cH:7]1. Starting materials: [Br-], C1CCOC1, Cc1nc(-c2ccc(C(F)(F)F)cc2)sc1C=O, C[Mg+], CCOCC. Product: Cc1nc(-c2ccc(C(F)(F)F)cc2)sc1C(C)O. RXN SMILES: [Br-:19].[CH2:27]1[O:28][CH2:29][CH2:30][CH2:31]1.[CH3:1][c:2]1[n:3][c:4](-[c:9]2[cH:10][cH:11][c:12]([C:15]([F:16])([F:17])[F:18])[cH:13][cH:14]2)[s:5][c:6]1[CH:7]=[O:8].[CH3:20][Mg+:21].[CH3:22][CH2:23][O:24][CH2:25][CH3:26]>>[CH3:1][c:2]1[n:3][c:4](-[c:9]2[cH:10][cH:11][c:12]([C:15]([F:16])([F:17])[F:18])[cH:13][cH:14]2)[s:5][c:6]1[CH:7]([OH:8])[CH3:22]. The reactants are CCOC(=O)c1ccccc1OCCCC(=O)OC(C)(C)C, CCOCC, CCOC(C)=O, O=C(O)C(F)(F)F. The product is CCOC(=O)c1ccccc1OCCCC(=O)O. Reaction SMILES: [C:1]([CH3:2])([CH3:3])([CH3:4])[O:5][C:6](=[O:7])[CH2:8][CH2:9][CH2:10][O:11][c:12]1[c:13]([C:14](=[O:15])[O:16][CH2:17][CH3:18])[cH:19][cH:20][cH:21][cH:22]1.[CH2:36]([O:37][CH2:38][CH3:39])[CH3:40].[CH3:30][CH2:31][O:32][C:33](=[O:34])[CH3:35].[OH:23][C:24]([C:25]([F:26])([F:27])[F:28])=[O:29]>>[O:5]=[C:6]([OH:7])[CH2:8][CH2:9][CH2:10][O:11][c:12]1[c:13]([C:14](=[O:15])[O:16][CH2:17][CH3:18])[cH:19][cH:20][cH:21][cH:22]1. Reactants: C(#N)COC[C@H](C)NC(=O)C1=CN(C2=NC=C(N=C21)C2=NN(C1=CC(=CC=C21)F)C)COCC[Si](C)(C)C (2-(6-fluoro-1-methyl-1H-indazol-3-yl)-5-(2-trimethylsilanyl-ethoxymethyl)-5H-pyrrolo[2,3-b]pyrazine-7-carboxylic acid ((S)-2-cyanomethoxy-1-methyl-ethyl)-amide), CCCC[N+](CCCC)(CCCC)CCCC.[F-] (TBAF). The solvent is C1CCOC1 (THF). Conditions: time 2 hour. Yields the product C(#N)COC[C@H](C)NC(=O)C1=CNC2=NC=C(N=C21)C2=NN(C1=CC(=CC=C21)F)C (2-(6-fluoro-1-methyl-1H-indazol-3-yl)-5H-pyrrolo[2,3-b]pyrazine-7-carboxylic acid ((S)-2-cyanomethoxy-1-methyl-ethyl)-amide). Yield: 16.8%. Reaction SMILES: [C:1]([CH2:3][O:4][CH2:5][C@@H:6]([NH:8][C:9]([C:11]1[C:19]2[C:14](=[N:15][CH:16]=[C:17]([C:20]3[C:28]4[C:23](=[CH:24][C:25]([F:29])=[CH:26][CH:27]=4)[N:22]([CH3:30])[N:21]=3)[N:18]=2)[N:13](COCC[Si](C)(C)C)[CH:12]=1)=[O:10])[CH3:7])#[N:2].CCCC[N+](CCCC)(CCCC)CCCC.[F-]>C1COCC1>[C:1]([CH2:3][O:4][CH2:5][C@@H:6]([NH:8][C:9]([C:11]1[C:19]2[C:14](=[N:15][CH:16]=[C:17]([C:20]3[C:28]4[C:23](=[CH:24][C:25]([F:29])=[CH:26][CH:27]=4)[N:22]([CH3:30])[N:21]=3)[N:18]=2)[NH:13][CH:12]=1)=[O:10])[CH3:7])#[N:2] |f:1.2|. Reported procedure: In a round-bottomed flask containing 2-(6-fluoro-1-methyl-1H-indazol-3-yl)-5-(2-trimethylsilanyl-ethoxymethyl)-5H-pyrrolo[2,3-b]pyrazine-7-carboxylic acid ((S)-2-cyanomethoxy-1-methyl-ethyl)-amide (55 mg, 0.102 mmol) dissolved in THF (1 ml) was added TBAF (1.0 M in THF, 1.0 ml, 1.0 mmol). The flask was backfilled with nitrogen then sealed and placed in an oil bath at 85° C. for 2 h. The reaction was cooled to room temperature, quenched with acetone (2 ml) and sat'd NaHCO3 (4 ml). The mixture was...